Dataset: the Open Reaction Database (ORD), a public repository of structured organic reaction records. Task: describe an organic reaction: reactants, conditions, products, and yield The solvent is C1(=CC=CC=C1)C (toluene), CO (methanol). RXN SMILES: [O:1]=[C:2]1[N:6]([CH2:7][C:8]2[CH:13]=[CH:12][CH:11]=[CH:10][CH:9]=2)[C@H:5]([C:14]([OH:16])=[O:15])[CH2:4][CH2:3]1.OS(O)(=O)=O.[OH-].[Na+].[C:24](=O)(O)[O-].[Na+]>C1(C)C=CC=CC=1.CO>[CH3:24][O:15][C:14]([C@@H:5]1[CH2:4][CH2:3][C:2](=[O:1])[N:6]1[CH2:7][C:8]1[CH:9]=[CH:10][CH:11]=[CH:12][CH:13]=1)=[O:16] |f:2.3,4.5|. Procedure: The crude (S)-5-oxo-1-(phenylmethyl)-2-pyrrolidinecarboxylic acid (160 g, 0.73 mol) was dissolved in 300 mL of toluene and 550 mL of methanol. To the solution was added 9 mL of conc H2SO4 and the solution was heated to reflux overnight. The solution was cooled in an ice bath and neutralized to pH 5 with 25% NaOH, followed by adding 50 mL of saturated sodium bicarbonate to bring the solution to pH 7. The methanol was removed on a rotary evaporator and the residue was diluted with 500 mL of water ... Product: COC(=O)[C@H]1N(C(CC1)=O)CC1=CC=CC=C1 ((S)-5-oxo-1-(phenylmethyl)-2-pyrrolidinecarboxylic acid methyl ester). Starting materials: OS(=O)(=O)O (H2SO4), C([O-])(O)=O.[Na+] (sodium bicarbonate), O=C1CC[C@H](N1CC1=CC=CC=C1)C(=O)O ((S)-5-oxo-1-(phenylmethyl)-2-pyrrolidinecarboxylic acid), [OH-].[Na+] (NaOH).